This data is from the Open Reaction Database (ORD), a public repository of structured organic reaction records. The task is: describe an organic reaction: reactants, conditions, products, and yield The product is Cc1oc(-c2ccc(-c3ccc(S(C)=O)cc3)cc2)nc1CCN1CCCC1. As a reaction SMILES: [BH:27]([OH:28])[OH:29].[Br:1][c:2]1[cH:3][cH:4][c:5](-[c:8]2[o:9][c:10]([CH3:20])[c:11]([CH2:13][CH2:14][N:15]3[CH2:16][CH2:17][CH2:18][CH2:19]3)[n:12]2)[cH:6][cH:7]1.[CH3:30][S:31](=[O:32])[c:33]1[cH:34][cH:35][cH:36][cH:37][cH:38]1.[CH3:39][c:40]1[cH:41][cH:42][cH:43][cH:44][cH:45]1.[CH3:47][CH2:48][OH:49].[Na+:21].[Na+:22].[O-:23][C:24](=[O:25])[O-:26].[OH2:46].[Pd:50].[c:108]1([P:109]([c:110]2[cH:111][cH:112][cH:113][cH:114][cH:115]2)[c:116]2[cH:117][cH:118][cH:119][cH:120][cH:121]2)[cH:122][cH:123][cH:124][cH:125][cH:126]1.[c:51]1([P:52]([c:53]2[cH:54][cH:55][cH:56][cH:57][cH:58]2)[c:59]2[cH:60][cH:61][cH:62][cH:63][cH:64]2)[cH:65][cH:66][cH:67][cH:68][cH:69]1.[c:70]1([P:71]([c:72]2[cH:73][cH:74][cH:75][cH:76][cH:77]2)[c:78]2[cH:79][cH:80][cH:81][cH:82][cH:83]2)[cH:84][cH:85][cH:86][cH:87][cH:88]1.[c:89]1([P:90]([c:91]2[cH:92][cH:93][cH:94][cH:95][cH:96]2)[c:97]2[cH:98][cH:99][cH:100][cH:101][cH:102]2)[cH:103][cH:104][cH:105][cH:106][cH:107]1>>[c:2]1(-[c:36]2[cH:35][cH:34][c:33]([S:31]([CH3:30])=[O:32])[cH:38][cH:37]2)[cH:3][cH:4][c:5](-[c:8]2[o:9][c:10]([CH3:20])[c:11]([CH2:13][CH2:14][N:15]3[CH2:16][CH2:17][CH2:18][CH2:19]3)[n:12]2)[cH:6][cH:7]1. Starting materials: OBO, Cc1oc(-c2ccc(Br)cc2)nc1CCN1CCCC1, CS(=O)c1ccccc1, Cc1ccccc1, CCO, [Na+], [Na+], O=C([O-])[O-], O, [Pd], c1ccc(P(c2ccccc2)c2ccccc2)cc1, c1ccc(P(c2ccccc2)c2ccccc2)cc1, c1ccc(P(c2ccccc2)c2ccccc2)cc1, c1ccc(P(c2ccccc2)c2ccccc2)cc1. Starting materials: [Br-], CC#N, Cl, CC(C)(C)O[N+](=O)[O-], Nc1nc2ccc(C(=O)O)cc2s1. The product is O=C(O)c1ccc2nc(Br)sc2c1. RXN SMILES: [Br-:14].[CH3:24][C:25]#[N:26].[ClH:23].[N+:15]([O-:16])([O:17][C:18]([CH3:19])([CH3:20])[CH3:21])=[O:22].[NH2:1][c:2]1[s:3][c:4]2[c:5]([n:6]1)[cH:7][cH:8][c:9]([C:11](=[O:12])[OH:13])[cH:10]2>>[c:2]1([Br:14])[s:3][c:4]2[c:5]([n:6]1)[cH:7][cH:8][c:9]([C:11](=[O:12])[OH:13])[cH:10]2. The product is CCOC(=O)N1CCN(Cc2ccccc2)CC1C(F)(F)F. Reaction SMILES: [CH2:1]([c:2]1[cH:3][cH:4][cH:5][cH:6][cH:7]1)[N:8]1[CH2:9][CH:10]([C:14]([F:15])([F:16])[F:17])[NH:11][CH2:12][CH2:13]1.[Cl:24][C:25](=[O:26])[O:27][CH2:28][CH3:29].[Cl:30][CH2:31][Cl:32].[cH:18]1[cH:19][cH:20][n:21][cH:22][cH:23]1>>[CH2:1]([c:2]1[cH:3][cH:4][cH:5][cH:6][cH:7]1)[N:8]1[CH2:9][CH:10]([C:14]([F:15])([F:16])[F:17])[N:11]([C:25](=[O:26])[O:27][CH2:28][CH3:29])[CH2:12][CH2:13]1. Starting materials: FC(F)(F)C1CN(Cc2ccccc2)CCN1, CCOC(=O)Cl, ClCCl, c1ccncc1. Starting materials: [N+](=O)([O-])C=1C=C(C=O)C=CC1 (3-Nitrobenzaldehyde), NC(=CC(=O)OCC)C (ethyl 3-amino-2-butenoate), FC(C(CC(=O)OCC)=O)(F)F (ethyl 4,4,4-trifluoro-3-oxobutanoate). Solvent: C(C)O (ethanol). The product is OC1(NC(=C(C(C1C(=O)OCC)C1=CC(=CC=C1)[N+](=O)[O-])C(=O)OCC)C)C(F)(F)F (Diethyl 1,2,3,4-tetrahydro-2-hydroxy-6-methyl-4-(3-nitrophenyl)-2-(trifluoromethyl)-3,5-pyridine-dicarboxylate). The yield is 21.3%. RXN SMILES: [N+:1]([C:4]1[CH:5]=[C:6]([CH:9]=[CH:10][CH:11]=1)[CH:7]=O)([O-:3])=[O:2].[NH2:12][C:13]([CH3:20])=[CH:14][C:15]([O:17][CH2:18][CH3:19])=[O:16].[F:21][C:22]([F:32])([F:31])[C:23](=[O:30])[CH2:24][C:25]([O:27][CH2:28][CH3:29])=[O:26]>C(O)C>[OH:30][C:23]1([C:22]([F:31])([F:32])[F:21])[CH:24]([C:25]([O:27][CH2:28][CH3:29])=[O:26])[CH:7]([C:6]2[CH:9]=[CH:10][CH:11]=[C:4]([N+:1]([O-:3])=[O:2])[CH:5]=2)[C:14]([C:15]([O:17][CH2:18][CH3:19])=[O:16])=[C:13]([CH3:20])[NH:12]1. Reported procedure: 3-Nitrobenzaldehyde (3.0 g, 20 mmoles), ethyl 3-amino-2-butenoate (2.6 g, 20 mmoles) and ethyl 4,4,4-trifluoro-3-oxobutanoate (2.92 ml, 20 mmoles) were heated at reflux in ethanol (25 ml) for 6 hours. The solvent was removed in vacuo and the residue crystallised by the addition of ether/petroleum ether (60°-80°). The resulting solid was recrystallised from ether/petroleum ether (60°-80°) to give the title compound as colourless crystals (1.9 g) mp 120°-1°.